Task: describe an organic reaction: reactants, conditions, products, and yield. Dataset: the Open Reaction Database (ORD), a public repository of structured organic reaction records Reported procedure: A solution of (R)-dihydro-5-amino-4-oxo-2-phenyl-2H-1,3-thiazine-3(4H)-acetic acid, 2-(trimethylsilyl)ethyl ester (9 mmole) in dry isopropanol (12 ml.) under nitrogen is treated with sodium bicarbonate (2.25 mmole) followed by ethyl-2-oxo-4-phenylbutyrate (9.3 g., 45 mmole) dissolved in isopropanol (8 ml.). To the resulting suspension is added powdered 3 A° molecular sieves (8 g.). The reaction mixture is stirred for one hour while the pH is maintained at around 7.0. Next a solution of sodium cy... Starting materials: NC1C(N([C@H](SC1)C1=CC=CC=C1)CC(=O)OCC[Si](C)(C)C)=O ((R)-dihydro-5-amino-4-oxo-2-phenyl-2H-1,3-thiazine-3(4H)-acetic acid, 2-(trimethylsilyl)ethyl ester), C([O-])(O)=O.[Na+] (sodium bicarbonate), C(#N)[BH3-].[Na+] (sodium cyanoborohydride), C(C)OC(C(CCC1=CC=CC=C1)=O)=O (ethyl-2-oxo-4-phenylbutyrate). As a reaction SMILES: [NH2:1][CH:2]1[CH2:7][S:6][C@H:5]([C:8]2[CH:13]=[CH:12][CH:11]=[CH:10][CH:9]=2)[N:4]([CH2:14][C:15]([O:17][CH2:18][CH2:19][Si:20]([CH3:23])([CH3:22])[CH3:21])=[O:16])[C:3]1=[O:24].C(=O)(O)[O-].[Na+].[CH2:30]([O:32][C:33](=[O:44])[C:34](=O)[CH2:35][CH2:36][C:37]1[CH:42]=[CH:41][CH:40]=[CH:39][CH:38]=1)[CH3:31].C([BH3-])#N.[Na+]>C(O)(C)C>[CH2:30]([O:32][C:33]([CH:34]([NH:1][CH:2]1[CH2:7][S:6][C@H:5]([C:8]2[CH:9]=[CH:10][CH:11]=[CH:12][CH:13]=2)[N:4]([CH2:14][C:15]([O:17][CH2:18][CH2:19][Si:20]([CH3:21])([CH3:23])[CH3:22])=[O:16])[C:3]1=[O:24])[CH2:35][CH2:36][C:37]1[CH:38]=[CH:39][CH:40]=[CH:41][CH:42]=1)=[O:44])[CH3:31] |f:1.2,4.5|. Run in C(C)(C)O (isopropanol), C(C)(C)O (isopropanol), C(C)(C)O (isopropanol). Reaction conditions: time 1 hour. Yields the product C(C)OC(=O)C(CCC1=CC=CC=C1)NC1C(N([C@H](SC1)C1=CC=CC=C1)CC(=O)OCC[Si](C)(C)C)=O ((R)-dihydro-5-[[1-(ethoxycarbonyl)-3-phenylpropyl]amino]-4-oxo-2-phenyl-2H-1,3-thiazine-3(4H)-acetic acid, 2-(trimethylsilyl)ethyl ester). Reactants: CCOC(=O)C1CN(C)N=C1C(F)(F)F, Cl, [Na+], C1COCCO1, [OH-]. The product is CN1CC(C(=O)O)C(C(F)(F)F)=N1. As a reaction SMILES: [CH2:1]([CH3:2])[O:3][C:4](=[O:5])[CH:6]1[C:7]([C:12]([F:13])([F:14])[F:15])=[N:8][N:9]([CH3:11])[CH2:10]1.[ClH:18].[Na+:17].[O:19]1[CH2:20][CH2:21][O:22][CH2:23][CH2:24]1.[OH-:16]>>[O:3]=[C:4]([OH:5])[CH:6]1[C:7]([C:12]([F:13])([F:14])[F:15])=[N:8][N:9]([CH3:11])[CH2:10]1. Reactants: BrC=1C=C(C(=NC1)C)N (5-bromo-2-methylpyridin-3-amine), N1=CC=CC=C1 (pyridine), C(C)(=O)OC(C)=O (acetic anhydride), O (water). Run in ClCCl (dichloromethane). Conditions: temperature 80 celsius, time 16 hour. The product is BrC=1C=C(C(=NC1)C)NC(C)=O (N-(5-bromo-2-methylpyridin-3-yl)acetamide). The yield is 79.6%. RXN SMILES: [Br:1][C:2]1[CH:3]=[C:4]([NH2:9])[C:5]([CH3:8])=[N:6][CH:7]=1.N1C=CC=CC=1.[C:16](OC(=O)C)(=[O:18])[CH3:17].O>ClCCl>[Br:1][C:2]1[CH:3]=[C:4]([NH:9][C:16](=[O:18])[CH3:17])[C:5]([CH3:8])=[N:6][CH:7]=1. Procedure details: To a solution of 5-bromo-2-methylpyridin-3-amine (3.2 g, 17 mmol) in dichloromethane (100 mL) was added pyridine (2.03 g, 25.7 mmol) and acetic anhydride (2.63 g, 25.7 mmol). The mixture was stirred at 80° C. for 16 h. The mixture was poured into water (80 mL) and extracted with dichloromethane (3×150 mL). The organic layer was concentrated in vacuo, and the resultant residue was purified by flash column chromatography (15→30% ethyl acetate in petroleum ether) to afford N-(5-bromo-2-methylpyridi... Reactants: [Al+3], Cc1ccc(OCC(N)=O)cc1C, [H-], [H-], [H-], [H-], [Li+], [Na+], C1CCOC1, [OH-], O. Yields the product Cc1ccc(OCCN)cc1C. RXN SMILES: [Al+3:15].[CH3:1][c:2]1[cH:3][c:4]([O:5][CH2:6][C:7](=[O:8])[NH2:9])[cH:10][cH:11][c:12]1[CH3:13].[H-:14].[H-:17].[H-:18].[H-:19].[Li+:16].[Na+:22].[O:23]1[CH2:24][CH2:25][CH2:26][CH2:27]1.[OH-:21].[OH2:20]>>[CH3:1][c:2]1[cH:3][c:4]([O:5][CH2:6][CH2:7][NH2:9])[cH:10][cH:11][c:12]1[CH3:13]. The reactants are FC1=C2CCC(C2=CC(=C1)F)NCC(OC)OC ((4,6-difluoroindan-1-yl)-(2,2-dimethoxyethyl)amine), [S-]C#N.[K+] (potassium thiocyanate). The solvent is Cl (hydrochloric acid), C(C)O (ethanol), O (water), O (water). The product is FC1=C2CCC(C2=CC(=C1)F)N1C(NC=C1)=S (1-(4,6-difluoroindan-1-yl)-1,3-dihydroimidazole-2-thione). The yield is 48.4%. Reaction SMILES: [F:1][C:2]1[CH:10]=[C:9]([F:11])[CH:8]=[C:7]2[C:3]=1[CH2:4][CH2:5][CH:6]2[NH:12][CH2:13][CH:14](OC)OC.[S-:19][C:20]#[N:21].[K+]>Cl.C(O)C.O>[F:1][C:2]1[CH:10]=[C:9]([F:11])[CH:8]=[C:7]2[C:3]=1[CH2:4][CH2:5][CH:6]2[N:12]1[CH:13]=[CH:14][NH:21][C:20]1=[S:19] |f:1.2|. Reported procedure: A mixture of (4,6-difluoroindan-1-yl)-(2,2-dimethoxyethyl)amine (11.68 g, 45.9 mmol), potassium thiocyanate (4.46 g, 45.9 mmol) in 21.6 mL of 12N hydrochloric acid, 86 mL of ethanol and 86 mL of water was heated at 80° to 85° C. for 15 hours. The mixture was cooled in an ice bath and diluted with water giving a crystalline material. The material was isolated by filtration and the filter residue was rinsed with cold ethanol (2×25 mL) and 50 mL of diethyl ether. Drying gave 1-(4,6-difluoroindan-1-...